Dataset: the Open Reaction Database (ORD), a public repository of structured organic reaction records. Task: describe an organic reaction: reactants, conditions, products, and yield The reactants are CN1C=NC2=C1C=CC=C2 (1-methylbenzimidazole), C=O (paraformaldehyde), C=O (paraformaldehyde). Conditions: time 2 hour. The product is OCC1=NC2=C(N1C)C=CC=C2 (2-hydroxymethyl-1-methylbenzimidazole). The yield is 43.5%. As a reaction SMILES: [CH3:1][N:2]1[C:6]2[CH:7]=[CH:8][CH:9]=[CH:10][C:5]=2[N:4]=[CH:3]1.[CH2:11]=[O:12]>>[OH:12][CH2:11][C:3]1[N:2]([CH3:1])[C:6]2[CH:7]=[CH:8][CH:9]=[CH:10][C:5]=2[N:4]=1. Reported procedure: A solution of 1-methylbenzimidazole (2.5 g, 19 mmol), (J. Chem. Soc. 1929, 2820-2828), and paraformaldehyde (2 g) was heated at 60° C. for 30 minutes. Further paraformaldehyde (1 g) was added and heating continued for 2 hours. The mixture was allowed to cool and was purified by column chromatography eluting with methylene chloride, followed by methylene chloride/methanol (95/5) to give 2-hydroxymethyl-1-methylbenzimidazole (1.34 g, 45%).